Dataset: the Open Reaction Database (ORD), a public repository of structured organic reaction records. Task: describe an organic reaction: reactants, conditions, products, and yield Procedure: The preparation is carried out analogously to Example 2 from 1.0 g (3.2 mmol) of methyl 3(E)-(2-ethoxy-4′-methoxybiphenyl-4-yl)acrylate, 50 ml of a 10% solution of potassium hydroxide in methanol and 2 ml of water and gives 3(E)-(2-ethoxy-4′-methoxybiphenyl-4-yl)acrylic acid. RXN SMILES: [CH2:1]([O:3][C:4]1[CH:9]=[C:8](/[CH:10]=[CH:11]/[C:12]([O:14]C)=[O:13])[CH:7]=[CH:6][C:5]=1[C:16]1[CH:21]=[CH:20][C:19]([O:22][CH3:23])=[CH:18][CH:17]=1)[CH3:2].[OH-].[K+]>CO.O>[CH2:1]([O:3][C:4]1[CH:9]=[C:8](/[CH:10]=[CH:11]/[C:12]([OH:14])=[O:13])[CH:7]=[CH:6][C:5]=1[C:16]1[CH:17]=[CH:18][C:19]([O:22][CH3:23])=[CH:20][CH:21]=1)[CH3:2] |f:1.2|. Run in CO (methanol), O (water). Reactants: C(C)OC1=C(C=CC(=C1)/C=C/C(=O)OC)C1=CC=C(C=C1)OC (methyl 3(E)-(2-ethoxy-4′-methoxybiphenyl-4-yl)acrylate), solution, [OH-].[K+] (potassium hydroxide). Yields the product C(C)OC1=C(C=CC(=C1)/C=C/C(=O)O)C1=CC=C(C=C1)OC (3(E)-(2-ethoxy-4′-methoxybiphenyl-4-yl)acrylic acid). Reactants: C1CCOC1, COc1ccc(-n2nc(CC(C(=O)N3C(=O)OC4Cc5ccccc5C43)c3cccc(C)c3)cc2-c2ccc(Cl)c(Cl)c2)cc1, [Li+], [OH-], O, O, OO. The product is COc1ccc(-n2nc(CC(C(=O)O)c3cccc(C)c3)cc2-c2ccc(Cl)c(Cl)c2)cc1. Reaction SMILES: [CH2:51]1[O:52][CH2:53][CH2:54][CH2:55]1.[Cl:1][c:2]1[cH:3][c:4](-[c:9]2[cH:10][c:11]([CH2:22][CH:23]([C:24](=[O:25])[N:26]3[CH:27]4[c:28]5[cH:29][cH:30][cH:31][cH:32][c:33]5[CH2:34][CH:35]4[O:36][C:37]3=[O:38])[c:39]3[cH:40][c:41]([CH3:45])[cH:42][cH:43][cH:44]3)[n:12][n:13]2-[c:14]2[cH:15][cH:16][c:17]([O:20][CH3:21])[cH:18][cH:19]2)[cH:5][cH:6][c:7]1[Cl:8].[Li+:49].[OH-:48].[OH2:50].[OH2:56].[OH:46][OH:47]>>[Cl:1][c:2]1[cH:3][c:4](-[c:9]2[cH:10][c:11]([CH2:22][CH:23]([C:24](=[O:25])[OH:46])[c:39]3[cH:40][c:41]([CH3:45])[cH:42][cH:43][cH:44]3)[n:12][n:13]2-[c:14]2[cH:15][cH:16][c:17]([O:20][CH3:21])[cH:18][cH:19]2)[cH:5][cH:6][c:7]1[Cl:8]. Procedure: A solution of (5-fluoro-1H-indol-3-yl)-acetic acid (1 g, 5.2 mmol) in MeOH (20 mL) is treated with sulfuric acid (20 μL) and stirred at rt for 1 h. This mixture is treated with 10% aqueous NaHCO3 (200 μL) and then concentrated in vacuo to afford (5-fluoro-1H-indol-3-yl)-acetic acid methyl ester, which is used in the next step without further purification. MS: 208 (M+H); 1H NMR (300 MHz, CD3OD): δ 3.68 (s, 3H), 3.72 (s, 2H), 6.86 (m, 1H), 7.16 (m, 1H), 7.21 (s, 1H), 7.28 (m, 1H). Reactants: FC=1C=C2C(=CNC2=CC1)CC(=O)O ((5-fluoro-1H-indol-3-yl)-acetic acid), S(O)(O)(=O)=O (sulfuric acid), C(=O)(O)[O-].[Na+] (NaHCO3). Run at time 1 hour. RXN SMILES: [F:1][C:2]1[CH:3]=[C:4]2[C:8](=[CH:9][CH:10]=1)[NH:7][CH:6]=[C:5]2[CH2:11][C:12]([OH:14])=[O:13].S(=O)(=O)(O)O.[C:20]([O-])(O)=O.[Na+]>CO>[CH3:20][O:13][C:12](=[O:14])[CH2:11][C:5]1[C:4]2[C:8](=[CH:9][CH:10]=[C:2]([F:1])[CH:3]=2)[NH:7][CH:6]=1 |f:2.3|. The product is COC(CC1=CNC2=CC=C(C=C12)F)=O ((5-fluoro-1H-indol-3-yl)-acetic acid methyl ester). Solvent: CO (MeOH). Reactants: O=Cc1ccc(Br)cc1, CC1(C)C2CCC1(CS(=O)(=O)O)C(=O)C2, O, OCCO, c1ccccc1. Product: Brc1ccc(C2OCCO2)cc1. As a reaction SMILES: [Br:1][c:2]1[cH:3][cH:4][c:5]([CH:6]=[O:7])[cH:8][cH:9]1.[C:14]12([CH2:15][S:16]([OH:17])(=[O:18])=[O:19])[C:20]([CH3:21])([CH3:22])[CH:23]([CH2:24][CH2:25]1)[CH2:26][C:27]2=[O:28].[OH2:29].[OH:10][CH2:11][CH2:12][OH:13].[cH:30]1[cH:31][cH:32][cH:33][cH:34][cH:35]1>>[Br:1][c:2]1[cH:3][cH:4][c:5]([CH:6]2[O:7][CH2:12][CH2:11][O:10]2)[cH:8][cH:9]1. Reactants: C(CCC)(=O)CC(=O)OCC (ethyl butyrylacetate), Cl (hydrochloric acid), [H-].[Na+] (sodium hydride), BrCC1=CC(=C(C=C1)C=1C(=CC=CC1)C#N)Cl (4′-(bromomethyl)-2′-chlorobiphenyl-2-carbonitrile). Product: ClC1=C(C=CC(=C1)CC(C(=O)OCC)C(CCC)=O)C1=C(C=CC=C1)C#N (ethyl 2-[(2-chloro-2′-cyanobiphenyl-4-yl)methyl]-3-oxohexanoate). Procedure details: To a suspension of 60% sodium hydride (0.50 g) in tetrahydrofuran (20 mL) was added dropwise a solution of ethyl butyrylacetate (2.40 g) in tetrahydrofuran (10 mL). After stirring for 30 min, 4′-(bromomethyl)-2′-chlorobiphenyl-2-carbonitrile (2.30 g) was added. The mixture was stirred at room temperature for 15 hr, and 1 M hydrochloric acid was added. The mixture was extracted with ethyl acetate, and the organic layer was washed with saturated brine, dried over anhydrous magnesium sulfate and co... Reaction SMILES: [H-].[Na+].[C:3]([CH2:8][C:9]([O:11][CH2:12][CH3:13])=[O:10])(=[O:7])[CH2:4][CH2:5][CH3:6].Br[CH2:15][C:16]1[CH:21]=[CH:20][C:19]([C:22]2[C:23]([C:28]#[N:29])=[CH:24][CH:25]=[CH:26][CH:27]=2)=[C:18]([Cl:30])[CH:17]=1.Cl>O1CCCC1>[Cl:30][C:18]1[CH:17]=[C:16]([CH2:15][CH:8]([C:3](=[O:7])[CH2:4][CH2:5][CH3:6])[C:9]([O:11][CH2:12][CH3:13])=[O:10])[CH:21]=[CH:20][C:19]=1[C:22]1[CH:27]=[CH:26][CH:25]=[CH:24][C:23]=1[C:28]#[N:29] |f:0.1|. Run at time 30 minute. The solvent is O1CCCC1 (tetrahydrofuran), O1CCCC1 (tetrahydrofuran). Reactants: C(C)OC(C(CCC#C[Si](C)(C)C)C(C)=O)=O (2-acetyl-6-(trimethylsilyl)-5-hexynoic acid ethyl ester), [H-].[Na+] (sodium hydride), perchloryl fluoride. Solvent: C1(=CC=CC=C1)C (toluene). Reaction conditions: time 1 hour. The product is C(C)OC(C(CCC#C[Si](C)(C)C)(F)C(C)=O)=O (2-acetyl-2-fluoro-6-(trimethylsilyl)-5-hexynoic acid ethyl ester). Reaction SMILES: [CH2:1]([O:3][C:4](=[O:17])[CH:5]([C:14](=[O:16])[CH3:15])[CH2:6][CH2:7][C:8]#[C:9][Si:10]([CH3:13])([CH3:12])[CH3:11])[CH3:2].[H-].[Na+].Cl([F:24])(=O)(=O)=O>C1(C)C=CC=CC=1>[CH2:1]([O:3][C:4](=[O:17])[C:5]([C:14](=[O:16])[CH3:15])([F:24])[CH2:6][CH2:7][C:8]#[C:9][Si:10]([CH3:11])([CH3:13])[CH3:12])[CH3:2] |f:1.2|. Procedure details: 2-acetyl-6-(trimethylsilyl)-5-hexynoic acid ethyl ester (7.1 g) was added to a suspension of sodium hydride (1.0 g) in toluene under a positive argon atmosphere. After stirring for 1 hour, the reaction mixture was cooled to -10° and a mixture of perchloryl fluoride and argon gases was bubbled through the reaction mixture at such a rate that the internal temperature never exceeded 0° C. The perchloryl fluoride addition was discontinued when it ceased to be exothermic. Argon was bubbled through th...